This data is from the Open Reaction Database (ORD), a public repository of structured organic reaction records. The task is: describe an organic reaction: reactants, conditions, products, and yield Starting materials: C1(=CC=CC=C1)C.CO (toluene methanol), COC1=C(C(=O)N2CC(CC2)(CCO)C2=CC=CC=C2)C=C(C=C1)N1N=NN=C1 (1-(2-methoxy-5-(1H-tetrazol-1-yl)benzoyl)-3-phenyl-3-(2-hydroxyethyl)pyrrolidine), CO.ClCCl (methanol dichloromethane), B(Br)(Br)Br (boron tribromide), ice water. Solvent: ClCCl (dichloromethane), ClCCl (dichloromethane). Reaction conditions: time 2 hour. The product is OC1=C(C(=O)N2CC(CC2)(CCO)C2=CC=CC=C2)C=C(C=C1)N1N=NN=C1 (1-(2-hydroxy-5-(1H-tetrazol-1-yl)benzoyl)-3-phenyl-3-(2-hydroxyethyl)pyrrolidine). As a reaction SMILES: C[O:2][C:3]1[CH:24]=[CH:23][C:22]([N:25]2[CH:29]=[N:28][N:27]=[N:26]2)=[CH:21][C:4]=1[C:5]([N:7]1[CH2:11][CH2:10][C:9]([C:15]2[CH:20]=[CH:19][CH:18]=[CH:17][CH:16]=2)([CH2:12][CH2:13][OH:14])[CH2:8]1)=[O:6].B(Br)(Br)Br.CO.ClCCl.C1(C)C=CC=CC=1.CO>ClCCl>[OH:2][C:3]1[CH:24]=[CH:23][C:22]([N:25]2[CH:29]=[N:28][N:27]=[N:26]2)=[CH:21][C:4]=1[C:5]([N:7]1[CH2:11][CH2:10][C:9]([C:15]2[CH:16]=[CH:17][CH:18]=[CH:19][CH:20]=2)([CH2:12][CH2:13][OH:14])[CH2:8]1)=[O:6] |f:2.3,4.5|. Reported procedure: Combine 1-(2-methoxy-5-(1H-tetrazol-1-yl)benzoyl)-3-phenyl-3-(2-hydroxyethyl)pyrrolidine (prepared from (−)-3-phenyl-3-(2-hydroxyethyl)pyrrolidine (R,R)-di-p-anisoyltartaric acid salt) (2.0 g, 5.1 mmol) and anhydrous dichloromethane (100 mL). Cool in an ice bath. Add a solution of boron tribromide (17.8 mL, 1 M, 17.8 mmol) and stir. After 2 hours, pour the reaction mixture into ice-water and stir vigorously. After 18 hours, separate the layers and extract the organic layer with water. Saturate t... Starting materials: [OH-].[Na+] (sodium hydroxide), CS(=O)(=O)Cl (methanesulfonyl chloride), CC1=CNC2=[N+](C=CC=C21)[O-] (3-methyl-1H-pyrrolo[2,3-b]pyridine 7-oxide), O (water). The solvent is CN(C)C=O (DMF). Conditions: temperature 59 celsius, time 4 hour. The product is ClC1=C2C(=NC=C1)NC=C2C (4-Chloro-3-methyl-1H-pyrrolo[2,3-b]pyridine). As a reaction SMILES: CS([Cl:5])(=O)=O.[CH3:6][C:7]1[C:15]2[C:10](=[N+:11]([O-])[CH:12]=[CH:13][CH:14]=2)[NH:9][CH:8]=1.O.[OH-].[Na+]>CN(C=O)C>[Cl:5][C:14]1[CH:13]=[CH:12][N:11]=[C:10]2[NH:9][CH:8]=[C:7]([CH3:6])[C:15]=12 |f:3.4|. Procedure details: At 50° C., 1.77 ml (22.81 mmol) of methanesulfonyl chloride are added dropwise to a solution of 1.30 g (8.77 mmol) of 3-methyl-1H-pyrrolo[2,3-b]pyridine 7-oxide in 7.5 ml of DMF such that the temperature increases to 59° C. The mixture is then stirred at 70° C. for 4 h. After cooling to room temperature, 30 ml of water are added slowly, at 5° C., the pH is adjusted to 10 by addition of 20% strength sodium hydroxide solution and the mixture is stirred for another hour. The precipitated solid is f... Starting materials: N#CCc1ccc(Br)cc1Cl, Cc1cc(Cl)c(OCCOc2ccc(CI)cc2)c(Cl)c1. Yields the product Cc1cc(Cl)c(OCCOc2ccc(CC(C#N)c3ccc(Br)cc3Cl)cc2)c(Cl)c1. As a reaction SMILES: [Br:1][c:2]1[cH:3][c:4]([Cl:11])[c:5]([CH2:8][C:9]#[N:10])[cH:6][cH:7]1.[Cl:12][c:13]1[c:14]([O:21][CH2:22][CH2:23][O:24][c:25]2[cH:26][cH:27][c:28]([CH2:31][I:32])[cH:29][cH:30]2)[c:15]([Cl:20])[cH:16][c:17]([CH3:19])[cH:18]1>>[Br:1][c:2]1[cH:3][c:4]([Cl:11])[c:5]([CH:8]([C:9]#[N:10])[CH2:31][c:28]2[cH:27][cH:26][c:25]([O:24][CH2:23][CH2:22][O:21][c:14]3[c:13]([Cl:12])[cH:18][c:17]([CH3:19])[cH:16][c:15]3[Cl:20])[cH:30][cH:29]2)[cH:6][cH:7]1. Reactants: COc1ccc(-c2cscc2Br)cc1, Cc1cc(C#N)ccc1B(O)O, Cc1ccccc1, CCO, [Na+], [Na+], O=C([O-])[O-], O, c1ccc(P(c2ccccc2)(c2ccccc2)[Pd](P(c2ccccc2)(c2ccccc2)c2ccccc2)(P(c2ccccc2)(c2ccccc2)c2ccccc2)P(c2ccccc2)(c2ccccc2)c2ccccc2)cc1. Yields the product COc1ccc(-c2cscc2-c2ccc(C#N)cc2C)cc1. RXN SMILES: [Br:1][c:2]1[cH:3][s:4][cH:5][c:6]1-[c:7]1[cH:8][cH:9][c:10]([O:13][CH3:14])[cH:11][cH:12]1.[C:15](#[N:16])[c:17]1[cH:18][c:19]([CH3:26])[c:20]([B:23]([OH:24])[OH:25])[cH:21][cH:22]1.[CH3:33][c:34]1[cH:35][cH:36][cH:37][cH:38][cH:39]1.[CH3:40][CH2:41][OH:42].[Na+:27].[Na+:28].[O-:29][C:30](=[O:31])[O-:32].[OH2:43].[cH:44]1[cH:45][cH:46][c:47]([P:48]([Pd:49]([P:50]([c:51]2[cH:52][cH:53][cH:54][cH:55][cH:56]2)([c:57]2[cH:58][cH:59][cH:60][cH:61][cH:62]2)[c:63]2[cH:64][cH:65][cH:66][cH:67][cH:68]2)([P:69]([c:70]2[cH:71][cH:72][cH:73][cH:74][cH:75]2)([c:76]2[cH:77][cH:78][cH:79][cH:80][cH:81]2)[c:82]2[cH:83][cH:84][cH:85][cH:86][cH:87]2)[P:88]([c:89]2[cH:90][cH:91][cH:92][cH:93][cH:94]2)([c:95]2[cH:96][cH:97][cH:98][cH:99][cH:100]2)[c:101]2[cH:102][cH:103][cH:104][cH:105][cH:106]2)([c:107]2[cH:108][cH:109][cH:110][cH:111][cH:112]2)[c:113]2[cH:114][cH:115][cH:116][cH:117][cH:118]2)[cH:119][cH:120]1>>[c:2]1(-[c:20]2[c:19]([CH3:26])[cH:18][c:17]([C:15]#[N:16])[cH:22][cH:21]2)[cH:3][s:4][cH:5][c:6]1-[c:7]1[cH:8][cH:9][c:10]([O:13][CH3:14])[cH:11][cH:12]1.